Dataset: the Open Reaction Database (ORD), a public repository of structured organic reaction records. Task: describe an organic reaction: reactants, conditions, products, and yield The reactants are FC(C=1NC2=C(N1)C=CC(=C2)N)(F)F (2-trifluoromethyl-5-aminobenzimidazole), BrBr (Br2). Solvent: CC(=O)O (AcOH). Run at temperature 25 celsius, time 1 hour. Product: FC(C=1NC2=C(N1)C=CC(=C2Br)N)(F)F (2-Trifluoromethyl-4-bromo-5-aminobenzimidazole). The yield is 93.9%. As a reaction SMILES: [F:1][C:2]([F:14])([F:13])[C:3]1[NH:4][C:5]2[CH:11]=[C:10]([NH2:12])[CH:9]=[CH:8][C:6]=2[N:7]=1.[Br:15]Br>CC(O)=O>[F:14][C:2]([F:1])([F:13])[C:3]1[NH:4][C:5]2[C:11]([Br:15])=[C:10]([NH2:12])[CH:9]=[CH:8][C:6]=2[N:7]=1. Procedure: To a solution of 3.2 g (16 mmol) of 2-trifluoromethyl-5-aminobenzimidazole in 50 ml of AcOH was added 0.34 ml (6.6 mmol) of Br2 dropwise and resulting reaction mixture was stirred for 1 h at 25° C. The reaction mixture was concentrated in vacuo and purified on silica gel column chromatography (10% MeOH/CHCl3) to yield 1.7 g (6.2 mmol, 94%) of the desired product. The reactants are Cl.Cl.N1C=NC=2C(NCCC21)C(=O)O (4,5,6,7-tetrahydroimidazo[4,5-c]pyridine-4-carboxylic acid dihydrochloride), O=S(Cl)Cl (SOCl2), CO (methanol). The product is Cl.Cl.COC(=O)C1NCCC2=C1N=CN2 (4,5,6,7-tetrahydroimidazo[4,5-c]pyridine-4-carboxylic acid methyl ester dihydrochloride). Reaction SMILES: [ClH:1].Cl.[NH:3]1[C:11]2[CH2:10][CH2:9][NH:8][CH:7]([C:12]([OH:14])=[O:13])[C:6]=2[N:5]=[CH:4]1.O=S(Cl)[Cl:17].[CH3:19]O>>[ClH:17].[ClH:1].[CH3:19][O:13][C:12]([CH:7]1[C:6]2[N:5]=[CH:4][NH:3][C:11]=2[CH2:10][CH2:9][NH:8]1)=[O:14] |f:0.1.2,5.6.7|. Procedure: 32.3 g (0.134 moles) of 4,5,6,7-tetrahydroimidazo[4,5-c]pyridine-4-carboxylic acid dihydrochloride in 500 ml of methanol were treated below -5° C. with 16 ml (0.220 moles) of SOCl2. Reactants: COC(OC)N(C)C, CC(C)O, CC(=O)c1cc(Cl)ccc1O. Product: CN(C)C=CC(=O)c1cc(Cl)ccc1O. Reaction SMILES: [CH3:12][O:13][CH:14]([N:15]([CH3:16])[CH3:17])[O:18][CH3:19].[CH3:20][CH:21]([OH:22])[CH3:23].[Cl:1][c:2]1[cH:3][cH:4][c:5]([OH:11])[c:6]([C:8]([CH3:9])=[O:10])[cH:7]1>>[Cl:1][c:2]1[cH:3][cH:4][c:5]([OH:11])[c:6]([C:8]([CH:9]=[CH:14][N:15]([CH3:16])[CH3:17])=[O:10])[cH:7]1. Product: C(C)(C)OC(=O)C1=CN(CC(C2=C1N(C(=C2)C(=O)OCC)C)(C)C)C(C2=CC(=C(C=C2)F)F)=O (6-(3,4-difluoro-benzoyl)-1,4,4-trimethyl-1,4,5,6-tetrahydro-pyrrolo[2,3-d]azepine-2,8-dicarboxylic acid 2-ethyl ester 8-isopropyl ester). Procedure: The title compound was prepared in a manner similar to that described in Example 2 by using 1,4,4-trimethyl-1,4,5,6-tetrahydro-pyrrolo[2,3-d]azepine-2,8-dicarboxylic acid 2-ethyl ester 8-isopropyl ester and 3,4-difluoro-benzoyl chloride. 1H-NMR(CDCl3): δ 7.75 (1H, s), 7.43 (1H, m), 7.28 (2H, m), 6.86 (1H, d), 5.06 (1H, m), 4.28 (2H, q), 3.87 (2H, s), 3.66 (3H, s), 1.35 (3H, 3), 1.33 (6H, s), 1.21 (6H, d). MS (ES): 475 (MH+). As a reaction SMILES: [CH:1]([O:4][C:5]([C:7]1[C:13]2[N:14]([CH3:22])[C:15]([C:17]([O:19][CH2:20][CH3:21])=[O:18])=[CH:16][C:12]=2[C:11]([CH3:24])([CH3:23])[CH2:10][NH:9][CH:8]=1)=[O:6])([CH3:3])[CH3:2].[F:25][C:26]1[CH:27]=[C:28]([CH:32]=[CH:33][C:34]=1[F:35])[C:29](Cl)=[O:30]>>[CH:1]([O:4][C:5]([C:7]1[C:13]2[N:14]([CH3:22])[C:15]([C:17]([O:19][CH2:20][CH3:21])=[O:18])=[CH:16][C:12]=2[C:11]([CH3:24])([CH3:23])[CH2:10][N:9]([C:29](=[O:30])[C:28]2[CH:32]=[CH:33][C:34]([F:35])=[C:26]([F:25])[CH:27]=2)[CH:8]=1)=[O:6])([CH3:2])[CH3:3]. Reactants: C(C)(C)OC(=O)C1=CNCC(C2=C1N(C(=C2)C(=O)OCC)C)(C)C (1,4,4-trimethyl-1,4,5,6-tetrahydro-pyrrolo[2,3-d]azepine-2,8-dicarboxylic acid 2-ethyl ester 8-isopropyl ester), FC=1C=C(C(=O)Cl)C=CC1F (3,4-difluoro-benzoyl chloride). The reactants are CC(Oc1ccc(Oc2ccc(C#N)cc2)cc1)C(=O)Cl, CCOC(=O)CC(=O)OCC, CCOC(=O)CC(=O)OCC, [Cl-], [Mg]. Product: CCOC(=O)C(C(=O)OCC)C(=O)C(C)Oc1ccc(Oc2ccc(C#N)cc2)cc1. RXN SMILES: [C:1](#[N:2])[c:3]1[cH:4][cH:5][c:6]([O:7][c:8]2[cH:9][cH:10][c:11]([O:12][CH:13]([C:14](=[O:15])[Cl:16])[CH3:17])[cH:18][cH:19]2)[cH:20][cH:21]1.[C:22]([CH2:23][C:24](=[O:25])[O:26][CH2:27][CH3:28])(=[O:29])[O:30][CH2:31][CH3:32].[C:34]([O:35][CH2:36][CH3:37])(=[O:38])[CH2:39][C:40]([O:41][CH2:42][CH3:43])=[O:44].[Cl-:45].[Mg:33]>>[C:1](#[N:2])[c:3]1[cH:4][cH:5][c:6]([O:7][c:8]2[cH:9][cH:10][c:11]([O:12][CH:13]([C:14](=[O:15])[CH:23]([C:22](=[O:29])[O:30][CH2:31][CH3:32])[C:24](=[O:25])[O:26][CH2:27][CH3:28])[CH3:17])[cH:18][cH:19]2)[cH:20][cH:21]1. Starting materials: O (water), BrBr (bromine), C(CCCCCCC)C1=CC=C(N)C=C1 (4-octylaniline), C(#N)[S-].[K+] (KSCN). Solvent: CC(=O)O (AcOH), CC(=O)O (AcOH). Run at time 8 hour. The product is C(CCCCCCC)C1=CC2=C(N=C(S2)N)C=C1 (6-octylbenzo[d]thiazol-2-amine). Isolated yield 70.1%. As a reaction SMILES: [CH2:1]([C:9]1[CH:15]=[CH:14][C:12]([NH2:13])=[CH:11][CH:10]=1)[CH2:2][CH2:3][CH2:4][CH2:5][CH2:6][CH2:7][CH3:8].[C:16]([S-:18])#[N:17].[K+].BrBr.O>CC(O)=O>[CH2:1]([C:9]1[CH:10]=[CH:11][C:12]2[N:13]=[C:16]([NH2:17])[S:18][C:14]=2[CH:15]=1)[CH2:2][CH2:3][CH2:4][CH2:5][CH2:6][CH2:7][CH3:8] |f:1.2|. Procedure details: 4-octylaniline (500 mg, 2.5 mmol), AcOH (4 mL), and KSCN (970 mg, 10 mmol) were stirred at r.t. for 10 min, and then a solution of bromine (0.13 mL, 2.5 mmol) in AcOH (2 mL) was added to the mixture over 20 min. The reaction mixture was stirred at r.t. for 8 h, then poured into cold water and extracted with EtOAc. The organic layer was purified by silica gel chromatography using PE/EA (3/1) to give compound the title compound (460 mg, 70%). 1H NMR (300 MHz, CDCl3) δ 7.446 (s, 1H), 7.320 (s, 1H),... Reactants: C1CCOC1, CO, [Na+], [OH-], CCOC(=O)CC(Cc1ccc(-c2ccccc2)cc1)NC(=O)CCC(=O)O. Product: O=C(O)CCC(=O)NC(CC(=O)O)Cc1ccc(-c2ccccc2)cc1. Reaction SMILES: [CH2:31]1[O:32][CH2:33][CH2:34][CH2:35]1.[CH3:36][OH:37].[Na+:30].[OH-:29].[c:1]1(-[c:23]2[cH:24][cH:25][cH:26][cH:27][cH:28]2)[cH:2][cH:3][c:4]([CH2:7][CH:8]([CH2:9][C:10](=[O:11])[O:12][CH2:13][CH3:14])[NH:15][C:16]([CH2:17][CH2:18][C:19](=[O:20])[OH:21])=[O:22])[cH:5][cH:6]1>>[c:1]1(-[c:23]2[cH:24][cH:25][cH:26][cH:27][cH:28]2)[cH:2][cH:3][c:4]([CH2:7][CH:8]([CH2:9][C:10](=[O:11])[OH:12])[NH:15][C:16]([CH2:17][CH2:18][C:19](=[O:20])[OH:21])=[O:22])[cH:5][cH:6]1.